From a dataset of the Open Reaction Database (ORD), a public repository of structured organic reaction records. describe an organic reaction: reactants, conditions, products, and yield Starting materials: [Si](C)(C)(C(C)(C)C)O[C@@H]1C[C@H](N(C1)C(=O)[O-])CC=1N(C=CN1)C ((2R,4R)-4-(t-butyldimethylsilyloxy)-2-{(1-methylimidazol-2-yl)methyl}pyrrolidineformate), ClC(=O)OCC=C (allyl chloroformate), [OH-].[Na+] (sodium hydroxide), C(C)(=O)OCC (ethyl acetate), ice water. Run at time 10 minute. Reported procedure: To a solution of (2R,4R)-4-(t-butyldimethylsilyloxy)-2-{(1-methylimidazol-2-yl)methyl}pyrrolidineformate (20.0 g) in tetrahydrofuran (300 ml) and water (200 ml) was added dropwise a solution of allyl chloroformate (7.45 ml) in THF (20 ml), adjusting pH to 9.0~9.5 with 5N-aqueous sodium hydroxide solution, at -3°~1° C. over 10 minutes. The mixture was stirred at the same temperature for 50 minutes. To the reaction mixture was added ethyl acetate (600 ml) and ice water (400 ml). The organic layer ... Solvent: O1CCCC1 (tetrahydrofuran), O (water), C1CCOC1 (THF). Product: C(C=C)OC(=O)N1[C@@H](C[C@H](C1)O[Si](C)(C)C(C)(C)C)CC=1N(C=CN1)C ((2R,4R)-1-allyloxycarbonyl-4-(t-butyldimethylsilyloxy)-2-{(1-methylimidazol-2-yl) methyl}pyrrolidine). Reaction SMILES: [Si:1]([O:8][C@H:9]1[CH2:13][N:12]([C:14]([O-:16])=[O:15])[C@H:11]([CH2:17][C:18]2[N:19]([CH3:23])[CH:20]=[CH:21][N:22]=2)[CH2:10]1)([C:4]([CH3:7])([CH3:6])[CH3:5])([CH3:3])[CH3:2].ClC(O[CH2:28][CH:29]=[CH2:30])=O.[OH-].[Na+].C(OCC)(=O)C>O1CCCC1.O>[CH2:30]([O:15][C:14]([N:12]1[CH2:13][C@H:9]([O:8][Si:1]([C:4]([CH3:7])([CH3:6])[CH3:5])([CH3:2])[CH3:3])[CH2:10][C@H:11]1[CH2:17][C:18]1[N:19]([CH3:23])[CH:20]=[CH:21][N:22]=1)=[O:16])[CH:29]=[CH2:28] |f:2.3|. Reactants: BrC=1C=CC=C2CCC(=CC12)N(CCC)CCC (8-bromo-2-dipropylamino-3,4-dihydronaphthalene), C(#N)[BH3-].[Na+] (sodium cyano-borohydride), [OH-].[Na+] (sodium hydroxide), Cl (hydrogen chloride). Run in O1CCCC1 (tetrahydrofuran). Conditions: time 4 hour. Yields the product C(CC)N(C1CC2=C(C=CC=C2CC1)Br)CCC (2-Di-n-propylamino-8-bromo-1,2,3,4-tetrahydronaphthalene). Yield: 56.6%. RXN SMILES: [Br:1][C:2]1[CH:3]=[CH:4][CH:5]=[C:6]2[C:11]=1[CH:10]=[C:9]([N:12]([CH2:16][CH2:17][CH3:18])[CH2:13][CH2:14][CH3:15])[CH2:8][CH2:7]2.C([BH3-])#N.[Na+].Cl.[OH-].[Na+]>O1CCCC1>[CH2:16]([N:12]([CH2:13][CH2:14][CH3:15])[CH:9]1[CH2:8][CH2:7][C:6]2[C:11](=[C:2]([Br:1])[CH:3]=[CH:4][CH:5]=2)[CH2:10]1)[CH2:17][CH3:18] |f:1.2,4.5|. Procedure: Alternatively, to the 8-bromo-2-dipropylamino-3,4-dihydronaphthalene (44.4 mMol) in tetrahydrofuran (100 ml) was added sodium cyano-borohydride (2.86 gm, 45.5 mMol) and the suspension was saturated with hydrogen chloride. After stirring for four hours the reaction mixture was poured into 15% aqueous sodium hydroxide (500 ml) and was stirred an additional two hours. This mixture was extracted with diethyl ether, and the ether extracts were combined, washed with water, washed with saturated aqueou... Starting materials: CN1N=CC=C1C=1C=C(SC1C(F)(F)F)C(=O)OC (methyl 4-(1-methyl-1H-pyrazol-5-yl)-5-(trifluoromethyl)-2-thiophenecarboxylate), [OH-].[K+] (KOH). Solvent: C1CCOC1.O (THF H2O). Run at temperature 50 celsius. The product is CN1N=CC=C1C=1C=C(SC1C(F)(F)F)C(=O)O (4-(1-methyl-1H-pyrazol-5-yl)-5-(trifluoromethyl)-2-thiophenecarboxylic acid). Yield: 110.5%. As a reaction SMILES: [CH3:1][N:2]1[C:6]([C:7]2[CH:8]=[C:9]([C:16]([O:18]C)=[O:17])[S:10][C:11]=2[C:12]([F:15])([F:14])[F:13])=[CH:5][CH:4]=[N:3]1.[OH-].[K+]>C1COCC1.O>[CH3:1][N:2]1[C:6]([C:7]2[CH:8]=[C:9]([C:16]([OH:18])=[O:17])[S:10][C:11]=2[C:12]([F:13])([F:14])[F:15])=[CH:5][CH:4]=[N:3]1 |f:1.2,3.4|. Reported procedure: To a solution of methyl 4-(1-methyl-1H-pyrazol-5-yl)-5-(trifluoromethyl)-2-thiophenecarboxylate (250 mg, 0.77 mmol), in THF/H2O (3 mL/0.3 mL), was added KOH (217 mg, 3.88 mmol). The reaction mixture was heated to 50° C. for 4 h. After the mixture was concentrated and diluted with H2O, the pH was adjusted to 3. The mixture was extracted with DCM (5 mL×3). The collected organic layers were concentrated under vacuum to give crude acid (235 mg, 80% pure) which was used directly in the next step with...